Dataset: the Open Reaction Database (ORD), a public repository of structured organic reaction records. Task: describe an organic reaction: reactants, conditions, products, and yield Reactants: BrC1=CC=C(C=C1)S(=O)(=O)C1C(N(CCCC1)OC(C1=CC=CC=C1)(C1=CC=CC=C1)C1=CC=CC=C1)=O (3-(4-Bromo-benzenesulfonyl)-1-trityloxy-azepan-2-one), COC1=CC=C(C=C1)B(O)O (4-Methoxybenzeneboronic acid), C(=O)([O-])[O-].[Na+].[Na+] (Na2CO3). The reagents and catalysts are C=1C=CC(=CC1)[P](C=2C=CC=CC2)(C=3C=CC=CC3)[Pd]([P](C=4C=CC=CC4)(C=5C=CC=CC5)C=6C=CC=CC6)([P](C=7C=CC=CC7)(C=8C=CC=CC8)C=9C=CC=CC9)[P](C=1C=CC=CC1)(C=1C=CC=CC1)C=1C=CC=CC1 (Pd(PPh3)4). The solvent is C1(=CC=CC=C1)C (toluene). The product is COC1=CC=C(C=C1)C1=CC=C(C=C1)S(=O)(=O)C1C(N(CCCC1)OC(C1=CC=CC=C1)(C1=CC=CC=C1)C1=CC=CC=C1)=O (3-(4′-Methoxy-biphenyl-4-sulfonyl)-1-trityloxy-azepan-2-one). Reaction SMILES: Br[C:2]1[CH:7]=[CH:6][C:5]([S:8]([CH:11]2[CH2:17][CH2:16][CH2:15][CH2:14][N:13]([O:18][C:19]([C:32]3[CH:37]=[CH:36][CH:35]=[CH:34][CH:33]=3)([C:26]3[CH:31]=[CH:30][CH:29]=[CH:28][CH:27]=3)[C:20]3[CH:25]=[CH:24][CH:23]=[CH:22][CH:21]=3)[C:12]2=[O:38])(=[O:10])=[O:9])=[CH:4][CH:3]=1.[CH3:39][O:40][C:41]1[CH:46]=[CH:45][C:44](B(O)O)=[CH:43][CH:42]=1.C([O-])([O-])=O.[Na+].[Na+]>C1(C)C=CC=CC=1.C1C=CC([P]([Pd]([P](C2C=CC=CC=2)(C2C=CC=CC=2)C2C=CC=CC=2)([P](C2C=CC=CC=2)(C2C=CC=CC=2)C2C=CC=CC=2)[P](C2C=CC=CC=2)(C2C=CC=CC=2)C2C=CC=CC=2)(C2C=CC=CC=2)C2C=CC=CC=2)=CC=1>[CH3:39][O:40][C:41]1[CH:46]=[CH:45][C:44]([C:2]2[CH:3]=[CH:4][C:5]([S:8]([CH:11]3[CH2:17][CH2:16][CH2:15][CH2:14][N:13]([O:18][C:19]([C:20]4[CH:25]=[CH:24][CH:23]=[CH:22][CH:21]=4)([C:32]4[CH:33]=[CH:34][CH:35]=[CH:36][CH:37]=4)[C:26]4[CH:31]=[CH:30][CH:29]=[CH:28][CH:27]=4)[C:12]3=[O:38])(=[O:9])=[O:10])=[CH:6][CH:7]=2)=[CH:43][CH:42]=1 |f:2.3.4,^1:66,68,87,106|. Procedure details: The mixture of 3-(4-Bromo-benzenesulfonyl)-1-trityloxy-azepan-2-one prepared from step F (10.1 mg, 0.0171 mmol), 4-Methoxybenzeneboronic acid (10.2 mg, 0.0671 mmol) and Pd(PPh3)4 (3.1 mg, 0.00268 mmol) in 2.0 ml of toluene was added 0.4 ml of saturated Na2CO3 aqueous solution and the resulting mixture was stirred and heated to reflux for 4 hours. The reaction mixture was filtered through celite and diluted with EtOAc and water. The organic phase was washed sequentially with water and saturated N...